This data is from the Open Reaction Database (ORD), a public repository of structured organic reaction records. The task is: describe an organic reaction: reactants, conditions, products, and yield Starting materials: COC1=CC=C(C=C1)CC=1NC=C(N1)C (2-(p-methoxyphenylmethyl)-4-methylimidazole), Br (hydrobromic acid). Solvent: C(C)(=O)O (acetic acid). Conditions: time 17 hour. Product: OC1=CC=C(C=C1)CC=1NC=C(N1)C (2-(p-Hydroxyphenylmethyl)-4-methylimidazole). Isolated yield 90.7%. RXN SMILES: C[O:2][C:3]1[CH:8]=[CH:7][C:6]([CH2:9][C:10]2[NH:11][CH:12]=[C:13]([CH3:15])[N:14]=2)=[CH:5][CH:4]=1.Br>C(O)(=O)C>[OH:2][C:3]1[CH:4]=[CH:5][C:6]([CH2:9][C:10]2[NH:11][CH:12]=[C:13]([CH3:15])[N:14]=2)=[CH:7][CH:8]=1. Reported procedure: A mixture of 2-(p-methoxyphenylmethyl)-4-methylimidazole (5.0 g, 0.025 m), glacial acetic acid (37 mL) and 48% hydrobromic acid (125 ml) was heated at reflux for 5 hours. The solution was concentrated under reduced pressure and the oily residue was stirred in saturated sodium bicarbonate solution (55 mL) for 17 hours. The solid was collected and dried to yield 4.22 g (90%) of II; m.p. 193°-194° C. (CH3CN).